describe an organic reaction: reactants, conditions, products, and yield From a dataset of the Open Reaction Database (ORD), a public repository of structured organic reaction records. Reactants: C(C)OCCN1CCNCC1 (4-(2-Ethoxy-ethyl)-piperazine), BrCC#N (bromoacetonitrile). Product: C(C)OCCN1CCN(CC1)CC#N ([4-(2-Ethoxy-ethyl)-piperazin-1-yl]-acetonitrile). Reaction SMILES: [CH2:1]([O:3][CH2:4][CH2:5][N:6]1[CH2:11][CH2:10][NH:9][CH2:8][CH2:7]1)[CH3:2].Br[CH2:13][C:14]#[N:15]>>[CH2:1]([O:3][CH2:4][CH2:5][N:6]1[CH2:7][CH2:8][N:9]([CH2:13][C:14]#[N:15])[CH2:10][CH2:11]1)[CH3:2]. Reported procedure: The title compound is synthesized by coupling of 4-(2-Ethoxy-ethyl)-piperazine (commercially available from ABCR GmbH) and bromoacetonitrile analogously to the preparation of Intermediate 149.2 as a colorless oil; ES-MS: M+H=198.2; 1HNMR(DMSO-d6) 3.70 (s, 2H), 3.45 (q, 2H), 3.40 (q, 2H), 2.40-2.30 (m, 10H), 1.05 (t, 3H). As a reaction SMILES: [N:1]12[CH2:8][CH2:7][CH:4]([CH2:5][CH2:6]1)[C@@H:3]([O:9][C:10]1[CH:15]=[CH:14][C:13]([C:16]3[CH:21]=[CH:20][C:19]([CH3:22])=[C:18]([NH2:23])[CH:17]=3)=[CH:12][CH:11]=1)[CH2:2]2.[C:24]([OH:31])(=[O:30])/[CH:25]=[CH:26]/[C:27]([OH:29])=[O:28]>C(OCC)(=O)C.C(O)C>[C:24]([OH:31])(=[O:30])/[CH:25]=[CH:26]/[C:27]([OH:29])=[O:28].[N:1]12[CH2:6][CH2:5][CH:4]([CH2:7][CH2:8]1)[C@@H:3]([O:9][C:10]1[CH:11]=[CH:12][C:13]([C:16]3[CH:21]=[CH:20][C:19]([CH3:22])=[C:18]([NH2:23])[CH:17]=3)=[CH:14][CH:15]=1)[CH2:2]2 |f:2.3,4.5|. The solvent is C(C)(=O)OCC.C(C)O (ethyl acetate ethanol). Procedure details: The product of Example 4A in ethyl acetate/ethanol (v.1:1, 4 mL) was treated with fumaric acid (40 mg, 0.34 mmol) at ambient temperature for 15 hours. The title compound was obtained as a solid (115 mg, yield, 77%). 1H NMR (MeOH-d4, 300 MHz) δ 1.79-2.16 (m, 3H), 2.18 (s, 3H), 2.24-2.39 (m, 1H), 2.46-2.54 (m, 1H), 3.20-3.42 (m, 5H), 3.71-3.81 (m, 1H), 6.68 (s, 2H), 6.83 (dd, J=7.8, 1.7 Hz, 1H), 6.94 (d, J=1.7 Hz, 1H), 6.97-7.06 (m, 3H), 7.51 (dt, J=8.5, 2.1 Hz, 2H) ppm. MS (Cl/NH3): m/z 309 (M+H)... Starting materials: N12C[C@@H](C(CC1)CC2)OC2=CC=C(C=C2)C2=CC(=C(C=C2)C)N (4′-[(3R)-1-azabicyclo[2.2.2]oct-3-yloxy]-4-methyl-1,1′-biphenyl-3-amine), C(\C=C\C(=O)O)(=O)O (fumaric acid). Yields the product C(\C=C\C(=O)O)(=O)O.N12C[C@@H](C(CC1)CC2)OC2=CC=C(C=C2)C2=CC(=C(C=C2)C)N (4′-[(3R)-1-azabicyclo[2.2.2]oct-3-yloxy]-4-methyl-1,1′-biphenyl-3-amine fumarate). Starting materials: CCc1sc(C(C)=O)cc1-c1ccccc1, CCO, CC(C)O, Cl, Cc1cc(C=O)cc(C)c1CC(O)CO. The product is CCc1sc(C(=O)CCc2cc(C)c(CC(O)CO)c(C)c2)cc1-c1ccccc1. As a reaction SMILES: [CH2:16]([CH3:17])[c:18]1[c:19](-[c:26]2[cH:27][cH:28][cH:29][cH:30][cH:31]2)[cH:20][c:21]([C:23]([CH3:24])=[O:25])[s:22]1.[CH3:32][CH2:33][OH:34].[CH:36]([OH:37])([CH3:38])[CH3:39].[ClH:35].[OH:1][CH:2]([CH2:3][c:4]1[c:5]([CH3:13])[cH:6][c:7]([CH:8]=[O:9])[cH:10][c:11]1[CH3:12])[CH2:14][OH:15]>>[OH:1][CH:2]([CH2:3][c:4]1[c:5]([CH3:13])[cH:6][c:7]([CH2:8][CH2:24][C:23]([c:21]2[cH:20][c:19](-[c:26]3[cH:27][cH:28][cH:29][cH:30][cH:31]3)[c:18]([CH2:16][CH3:17])[s:22]2)=[O:25])[cH:10][c:11]1[CH3:12])[CH2:14][OH:15]. Reactants: FC1=C(C=C(CN)C=C1)Cl (4-Fluoro-3-Chloro benzylamine), C(C1=CC=CC=C1)ONC(=O)C1=NC=C(C(=C1OCC1=CC=CC=C1)CO)C(=O)NCC1=CC=C(C=C1)F (N2,3-bis(benzyloxy)-N5-(4-fluorobenzyl)-4-(hydroxymethyl)pyridine-2,5-dicarboxamide), C(C1=CC=CC=C1)ONC(=O)C1=NC=C(C(=C1OCC1=CC=CC=C1)CO)C(=O)NCC1=CC=C(C=C1)F (N2,3-bis(benzyloxy)-N5-(4-fluorobenzyl)-4-(hydroxymethyl)pyridine-2,5-dicarboxamide). Run in CN(C)C=O (DMF). The product is C(C1=CC=CC=C1)ONC(=O)C1=NC=C(C(=C1OCC1=CC=CC=C1)CO)C(=O)NCC1=CC(=C(C=C1)F)Cl (N2,3-bis(benzyloxy)-N5-(3-chloro-4-fluorobenzyl)-4-(hydroxymethyl)pyridine-2,5-dicarboxamide). The yield is 38.7%. As a reaction SMILES: [F:1][C:2]1[CH:9]=[CH:8][C:5]([CH2:6][NH2:7])=[CH:4][C:3]=1[Cl:10].[CH2:11]([O:18][NH:19][C:20]([C:22]1[C:27]([O:28][CH2:29][C:30]2[CH:35]=[CH:34][CH:33]=[CH:32][CH:31]=2)=[C:26]([CH2:36][OH:37])[C:25]([C:38](NCC2C=CC(F)=CC=2)=[O:39])=[CH:24][N:23]=1)=[O:21])[C:12]1[CH:17]=[CH:16][CH:15]=[CH:14][CH:13]=1>CN(C=O)C>[CH2:11]([O:18][NH:19][C:20]([C:22]1[C:27]([O:28][CH2:29][C:30]2[CH:35]=[CH:34][CH:33]=[CH:32][CH:31]=2)=[C:26]([CH2:36][OH:37])[C:25]([C:38]([NH:7][CH2:6][C:5]2[CH:8]=[CH:9][C:2]([F:1])=[C:3]([Cl:10])[CH:4]=2)=[O:39])=[CH:24][N:23]=1)=[O:21])[C:12]1[CH:17]=[CH:16][CH:15]=[CH:14][CH:13]=1. Reported procedure: 4-Fluoro-3-Chloro benzylamine (0.060 g, 1.29 mmol, 2 eq) and N,7-bis(benzyloxy)-3-oxo-1,3-dihydrofuro[3,4-c]pyridine-6-carboxamide (0.050 g, 0.141 mmol, 1 eq) (compound 1c of example 1) were heated in DMF at 90° C. for 120 min. The crude product was purified by silica gel (100% ethyl acetate) yielding 0.03 g of N2,3-bis(benzyloxy)-N5-(3-chloro-4-fluorobenzyl)-4-(hydroxymethyl)pyridine-2,5-dicarboxamide as a white solid; MS-ESI m/z 573 [MH]−. Starting materials: O=C(NC1(C(=O)O)CCCC2(CC1)OCCO2)OCc1ccccc1, O=C1CCCC(NC(=O)OCc2ccccc2)(C(=O)O)CC1, O=C(Cl)OCc1ccccc1, [Na+], [Na+], O=C([O-])[O-], O=C1CCCC2(CC1)OCCO2, C1COCCO1, O. The product is NC1(C(=O)O)CCCC2(CC1)OCCO2. As a reaction SMILES: [CH2:30]([O:31][C:32](=[O:33])[NH:40][C:41]1([C:52](=[O:53])[OH:54])[CH2:42][CH2:43][C:44]2([O:45][CH2:46][CH2:47][O:48]2)[CH2:49][CH2:50][CH2:51]1)[c:34]1[cH:35][cH:36][cH:37][cH:38][cH:39]1.[CH2:55]([O:56][C:57]([NH:58][C:59]1([C:60]([OH:61])=[O:62])[CH2:63][CH2:64][CH2:65][C:66](=[O:67])[CH2:68][CH2:69]1)=[O:70])[c:71]1[cH:72][cH:73][cH:74][cH:75][cH:76]1.[Cl:19][C:20]([O:21][CH2:22][c:23]1[cH:24][cH:25][cH:26][cH:27][cH:28]1)=[O:29].[Na+:13].[Na+:14].[O-:15][C:16](=[O:17])[O-:18].[O:1]1[C:2]2([CH2:3][CH2:4][CH2:5][C:6](=[O:7])[CH2:8][CH2:9]2)[O:10][CH2:11][CH2:12]1.[O:78]1[CH2:79][CH2:80][O:81][CH2:82][CH2:83]1.[OH2:77]>>[NH2:40][C:41]1([C:52](=[O:53])[OH:54])[CH2:42][CH2:43][C:44]2([O:45][CH2:46][CH2:47][O:48]2)[CH2:49][CH2:50][CH2:51]1. Reactants: C1CCOC1, COCCCc1nc(C(F)(F)F)ccc1C(=O)N(C)OC. Product: COCCCc1nc(C(F)(F)F)ccc1C=O. Reaction SMILES: [CH2:22]1[O:23][CH2:24][CH2:25][CH2:26]1.[CH3:1][O:2][N:3]([C:4]([c:5]1[c:6]([CH2:15][CH2:16][CH2:17][O:18][CH3:19])[n:7][c:8]([C:11]([F:12])([F:13])[F:14])[cH:9][cH:10]1)=[O:20])[CH3:21]>>[CH:4]([c:5]1[c:6]([CH2:15][CH2:16][CH2:17][O:18][CH3:19])[n:7][c:8]([C:11]([F:12])([F:13])[F:14])[cH:9][cH:10]1)=[O:20]. The reactants are CC(=O)N1CCC(C(=O)N(CCCN2CCC(Cc3ccc(F)cc3)CC2)c2cccc(Cl)c2)CC1, CI, CC#N. Yields the product CC(=O)N1CCC(C(=O)N(CCC[N+]2(C)CCC(Cc3ccc(F)cc3)CC2)c2cccc(Cl)c2)CC1, [I-]. RXN SMILES: [C:1]([CH3:2])(=[O:3])[N:4]1[CH2:5][CH2:6][CH:7]([C:10](=[O:11])[N:12]([CH2:13][CH2:14][CH2:15][N:16]2[CH2:17][CH2:18][CH:19]([CH2:22][c:23]3[cH:24][cH:25][c:26]([F:29])[cH:27][cH:28]3)[CH2:20][CH2:21]2)[c:30]2[cH:31][c:32]([Cl:36])[cH:33][cH:34][cH:35]2)[CH2:8][CH2:9]1.[CH3:37][I:38].[CH3:39][C:40]#[N:41]>>[C:1]([CH3:2])(=[O:3])[N:4]1[CH2:5][CH2:6][CH:7]([C:10](=[O:11])[N:12]([CH2:13][CH2:14][CH2:15][N+:16]2([CH3:37])[CH2:17][CH2:18][CH:19]([CH2:22][c:23]3[cH:24][cH:25][c:26]([F:29])[cH:27][cH:28]3)[CH2:20][CH2:21]2)[c:30]2[cH:31][c:32]([Cl:36])[cH:33][cH:34][cH:35]2)[CH2:8][CH2:9]1.[I-:38].